describe an organic reaction: reactants, conditions, products, and yield From a dataset of the Open Reaction Database (ORD), a public repository of structured organic reaction records. The reactants are ClC=1C=C(C=CC1F)OC (3-chloro-4-fluoroanisole), C(CCC)[Li] (n-butyl lithium), hexanes, C(=O)OC (methyl formate). Run in COC(C)(C)C (t-butyl methyl ether). Run at time 3 hour. The product is ClC1=C(C=O)C(=CC=C1F)OC (2-Chloro-3-fluoro-6-methoxybenzaldehyde). Reaction SMILES: [Cl:1][C:2]1[CH:3]=[C:4]([O:9][CH3:10])[CH:5]=[CH:6][C:7]=1[F:8].C([Li])CCC.[CH:16](OC)=[O:17]>COC(C)(C)C>[Cl:1][C:2]1[C:7]([F:8])=[CH:6][CH:5]=[C:4]([O:9][CH3:10])[C:3]=1[CH:16]=[O:17]. Reported procedure: To a solution of 3-chloro-4-fluoroanisole (28.5 g, 178 mmol) in t-butyl methyl ether (200 mL, dried over anhydrous MgSO4) at −78° C. was added 2.5 M n-butyl lithium in hexanes (107 mL, 267.5 mmol). After 3 h, methyl formate (18.76 mL) was added drop-wise while keeping the temperature below −60° C. The reaction mixture was quenched with sat. aq. ammonium chloride (250 mL) after 45 minutes and the organic layer was separated. The aq. layer was extracted with ethyl acetate (2×100 mL) and the combin... Reactants: CC(C)(C)OC(=O)N(CCCCC(=O)N(CCCCC#N)OCc1ccccc1)OCc1ccccc1, ClCCl, O=C(O)C(F)(F)F. The product is N#CCCCCN(OCc1ccccc1)C(=O)CCCCNOCc1ccccc1. RXN SMILES: [C:8]([O:9][C:10](=[O:11])[N:15]([CH2:16][CH2:17][CH2:18][CH2:19][C:20]([N:21]([CH2:22][CH2:23][CH2:24][CH2:25][C:26]#[N:27])[O:28][CH2:29][c:30]1[cH:31][cH:32][cH:33][cH:34][cH:35]1)=[O:36])[O:37][CH2:38][c:39]1[cH:40][cH:41][cH:42][cH:43][cH:44]1)([CH3:12])([CH3:13])[CH3:14].[Cl:45][CH2:46][Cl:47].[OH:1][C:2]([C:3]([F:4])([F:5])[F:6])=[O:7]>>[NH:15]([CH2:16][CH2:17][CH2:18][CH2:19][C:20]([N:21]([CH2:22][CH2:23][CH2:24][CH2:25][C:26]#[N:27])[O:28][CH2:29][c:30]1[cH:31][cH:32][cH:33][cH:34][cH:35]1)=[O:36])[O:37][CH2:38][c:39]1[cH:40][cH:41][cH:42][cH:43][cH:44]1. Starting materials: C(C)(=O)O[C@@H]1[C@@H](SCC=CC2=CC=CC=C2)O[C@@H]([C@H]([C@@H]1OC(C)=O)OC(C)=O)COS(=O)(=O)C (Cinnamyl 2,3,4-tri-O-acetyl-6-O-methylsulfonyl-1-thio-α-D-mannopyranoside), [I-].[Na+] (sodium iodide). Solvent: CN(C)C=O (DMF). Conditions: temperature 70 celsius, time 16 hour. Yields the product C(C)(=O)O[C@@H]1[C@@H](SCC=CC2=CC=CC=C2)O[C@@H]([C@H]([C@@H]1OC(C)=O)OC(C)=O)CI (Cinnamyl 2,3,4-tri-O-acetyl-6-deoxy-6-iodo-1-thio-α-D-mannopyranoside). Isolated yield 94.0%. As a reaction SMILES: [C:1]([O:4][C@H:5]1[C@@H:20]([O:21][C:22](=[O:24])[CH3:23])[C@H:19]([O:25][C:26](=[O:28])[CH3:27])[C@@H:18]([CH2:29]OS(C)(=O)=O)[O:17][C@@H:6]1[S:7][CH2:8][CH:9]=[CH:10][C:11]1[CH:16]=[CH:15][CH:14]=[CH:13][CH:12]=1)(=[O:3])[CH3:2].[I-:35].[Na+]>CN(C=O)C>[C:1]([O:4][C@H:5]1[C@@H:20]([O:21][C:22](=[O:24])[CH3:23])[C@H:19]([O:25][C:26](=[O:28])[CH3:27])[C@@H:18]([CH2:29][I:35])[O:17][C@@H:6]1[S:7][CH2:8][CH:9]=[CH:10][C:11]1[CH:16]=[CH:15][CH:14]=[CH:13][CH:12]=1)(=[O:3])[CH3:2] |f:1.2|. Procedure details: A suspension of 10 (2.0 g) and sodium iodide (1.0 g) in DMF (15 ml) is heated with stirring for 16 hours at 70° C. (bath temperature). The mixture is evaporated in vacuo to a residue, which is partitioned between chloroform and water. The organic layer is dried and evaporated to a syrup (2.0 g), which is put on a column of silica gel and eluted with CHCl3 --EtOAc (95:5, v/v). The title compound is isolated in 94% yield: m.p. 91°-92° C. (MeOH); [α]D27 +203±0.9° (C 1.06, CHCl3). The product is crude product, C(C)(C)(C)OC(=O)N1C(OC[C@H]1CO)(C)C ((R)-4-hydroxymethyl-2,2-dimethyl-oxazolidine-3-carboxylic acid t-butyl ester). Reaction conditions: temperature 0 celsius, time 1 hour. Reported procedure: To an ice cold mixture of (S)-4-formyl-2,2-dimethyl-oxazolidine-3-carboxylic acid t-butyl ester (2.00 g, 8.72 mmol) in tetrahydrofuran (15 mL) and isopropanol (15 mL) was added sodium borohydride (0.99 g, 26.17 mmol). After addition was complete the mixture was stirred at 0° C. for 1 h. Upon completion of the reaction 1N aqueous hydrochloric acid (10 mL) was slowly added. The mixture was poured into water and extracted with ethyl acetate (3×30 mL). The combined organic fractions were washed with... Reaction SMILES: [C:1]([O:5][C:6]([N:8]1[C@H:12]([CH:13]=[O:14])[CH2:11][O:10][C:9]1([CH3:16])[CH3:15])=[O:7])([CH3:4])([CH3:3])[CH3:2].[BH4-].[Na+].Cl.O>O1CCCC1.C(O)(C)C>[C:1]([O:5][C:6]([N:8]1[C@H:12]([CH2:13][OH:14])[CH2:11][O:10][C:9]1([CH3:16])[CH3:15])=[O:7])([CH3:4])([CH3:3])[CH3:2] |f:1.2|. The yield is 93.2%. Run in O1CCCC1 (tetrahydrofuran), C(C)(C)O (isopropanol). Reactants: ice, C(C)(C)(C)OC(=O)N1C(OC[C@H]1C=O)(C)C ((S)-4-formyl-2,2-dimethyl-oxazolidine-3-carboxylic acid t-butyl ester), [BH4-].[Na+] (sodium borohydride), Cl (hydrochloric acid), O (water). Starting materials: ClC1=NC2=C(N1CC(=O)OC(C)(C)C)C=CC=C2 (tert-butyl (2-chloro-benzoimidazol-1-yl)-acetate), NC(=S)N (thiourea), II. Solvent: CO (methanol), CO (methanol). Product: C(C)(C)(C)OC(CN1C(=NC2=C1C=CC=C2)S)=O (tert-Butyl-(2-mercapto-benzoimidazol-1-yl)acetate). Yield: 92.9%. As a reaction SMILES: Cl[C:2]1[N:6]([CH2:7][C:8]([O:10][C:11]([CH3:14])([CH3:13])[CH3:12])=[O:9])[C:5]2[CH:15]=[CH:16][CH:17]=[CH:18][C:4]=2[N:3]=1.NC(N)=[S:21]>CO>[C:11]([O:10][C:8](=[O:9])[CH2:7][N:6]1[C:5]2[CH:15]=[CH:16][CH:17]=[CH:18][C:4]=2[N:3]=[C:2]1[SH:21])([CH3:14])([CH3:13])[CH3:12]. Reported procedure: According to the procedure described in: Migawa, M. T.; Girardet, J.-L.; Walker II, J. A.; Koszalka, G. W.; Chamberlain, S. D.; Drach, J. C.; Townsend, L. B., J. Med. Chem. 1998, 41, 1242-1251, a solution of tert-butyl (2-chloro-benzoimidazol-1-yl)-acetate (Intermediate 2-I, 7 g, 26.3 mmol) and thiourea (7.98 g, 105 mmol) in methanol (100 ml) is refluxed for 2 h. The mixture is cooled down and most of the methanol is removed in vacuo. After addition of saturated aqueous NH4Cl solution (150 ml), ... Starting materials: O=C1[C@@]2(C=3C(=NC=CC3)N1COCC[Si](C)(C)C)CC=1C(=NC=3C=CC(=CC3C1)C(=O)OC)C2 (Methyl (2S)-2′-oxo-1′-{[2-(trimethylsilyl)ethoxy]methyl}-1,1′,2′,3-tetrahydrospiro[cyclopenta[b]quinoline-2,3′-pyrrolo[2,3-b]pyridine]-7-carboxylate), NN (hydrazine). Solvent: CO (MeOH). Conditions: temperature 70 celsius. Yields the product O=C1[C@@]2(C=3C(=NC=CC3)N1COCC[Si](C)(C)C)CC=1C(=NC=3C=CC(=CC3C1)C(=O)NN)C2 ((2S)-2′-Oxo-1′-{[2-(trimethylsilyl)ethoxy]methyl}-1,1′,2′,3-tetrahydrospiro[cyclopenta[b]quinoline-2,3′-pyrrolo[2,3-b]pyridine]-7-carbohydrazide). Reaction SMILES: [O:1]=[C:2]1[N:10]([CH2:11][O:12][CH2:13][CH2:14][Si:15]([CH3:18])([CH3:17])[CH3:16])[C:5]2=[N:6][CH:7]=[CH:8][CH:9]=[C:4]2[C@@:3]21[CH2:34][C:21]1=[N:22][C:23]3[CH:24]=[CH:25][C:26]([C:30](OC)=[O:31])=[CH:27][C:28]=3[CH:29]=[C:20]1[CH2:19]2.[NH2:35][NH2:36]>CO>[O:1]=[C:2]1[N:10]([CH2:11][O:12][CH2:13][CH2:14][Si:15]([CH3:17])([CH3:16])[CH3:18])[C:5]2=[N:6][CH:7]=[CH:8][CH:9]=[C:4]2[C@@:3]21[CH2:34][C:21]1=[N:22][C:23]3[CH:24]=[CH:25][C:26]([C:30]([NH:35][NH2:36])=[O:31])=[CH:27][C:28]=3[CH:29]=[C:20]1[CH2:19]2. Procedure: To a solution of methyl (2S)-2′-oxo-1′-{[2-(trimethylsilyl)ethoxy]methyl}-1,1′,2′,3-tetrahydrospiro[cyclopenta[b]quinoline-2,3′-pyrrolo[2,3-b]pyridine]-7-carboxylate from Step G (317 mg, 0.667 mmol) in MeOH (1 mL) was added hydrazine (1.0 mL, 32 mmol). The reaction was sealed and then heated to 70° C. for 18 hours. After cooling to ambient temperature, the bulk of the solvent was removed in vacuo. The residue was diluted with DCM (50 mL) and water (20 mL). The organics were then successively was... Starting materials: O=C([O-])[O-], CC(=O)[O-], CC(=O)[O-], Cc1ccccc1, [Cs+], [Cs+], Fc1ccc(I)cc1, COC(=O)c1ccc(Br)cc1N, O, [Pd+2]. Product: COC(=O)c1ccc(Br)cc1Nc1ccc(F)cc1. RXN SMILES: [C:28](=[O:29])([O-:30])[O-:31].[C:34]([O-:35])(=[O:36])[CH3:37].[C:39]([O-:40])(=[O:41])[CH3:42].[CH3:1][c:2]1[cH:3][cH:4][cH:5][cH:6][cH:7]1.[Cs+:32].[Cs+:33].[F:20][c:21]1[cH:22][cH:23][c:24]([I:27])[cH:25][cH:26]1.[NH2:8][c:9]1[c:10]([C:11](=[O:12])[O:13][CH3:14])[cH:15][cH:16][c:17]([Br:19])[cH:18]1.[OH2:43].[Pd+2:38]>>[NH:8]([c:9]1[c:10]([C:11](=[O:12])[O:13][CH3:14])[cH:15][cH:16][c:17]([Br:19])[cH:18]1)[c:24]1[cH:23][cH:22][c:21]([F:20])[cH:26][cH:25]1.